This data is from the Open Reaction Database (ORD), a public repository of structured organic reaction records. The task is: describe an organic reaction: reactants, conditions, products, and yield Reactants: C(C)OC(=O)CCSCC(=O)CSCCC(=O)OCC (1,3-bis[(2-ethoxycarbonylethyl)thio]acetone), C(NN)(=O)OCC (ethyl carbazate), C1(=CC=C(C=C1)S(=O)(=O)O)C (p-toluenesulfonic acid). Run in C(C)#N (acetonitrile). Run at time 2 day. Yields the product C(C)OC(=O)NN=C(CSCCC(=O)OCC)CSCCC(=O)OCC (1,3-bis[(2-ethoxycarbonylethyl)thio]acetone ethoxycarbonylhydrazone). The yield is 91.3%. Reaction SMILES: [CH2:1]([O:3][C:4]([CH2:6][CH2:7][S:8][CH2:9][C:10]([CH2:12][S:13][CH2:14][CH2:15][C:16]([O:18][CH2:19][CH3:20])=[O:17])=O)=[O:5])[CH3:2].[C:21]([O:25][CH2:26][CH3:27])(=[O:24])[NH:22][NH2:23].C1(C)C=CC(S(O)(=O)=O)=CC=1>C(#N)C>[CH2:26]([O:25][C:21]([NH:22][N:23]=[C:10]([CH2:12][S:13][CH2:14][CH2:15][C:16]([O:18][CH2:19][CH3:20])=[O:17])[CH2:9][S:8][CH2:7][CH2:6][C:4]([O:3][CH2:1][CH3:2])=[O:5])=[O:24])[CH3:27]. Procedure details: A solution of 1,3-bis[(2-ethoxycarbonylethyl)thio]acetone (6.22 g, 19.3 mmol), ethyl carbazate (2.40 g, 23.1 mmol) and a catalytic amount of p-toluenesulfonic acid in anhydrous acetonitrile (50 mL) containing molecular sieve was stirred for 2 days at room temperature. The reaction was quenched with water/ethyl acetate and filtered. The filtrate was extracted with ethyl acetate. The organic extract was washed with aqueous sodium bicarbonate, dried over sodium sulfate, and concentrated. The residu... The reactants are ClC1=NC(=NC(=C1)Cl)SC(C)C1=NC=CC=C1 (4,6-dichloro-2-(1-(2-pyridyl)ethyl)thio-pyrimidine), C(C)#N (acetonitrile), [NH4+].[OH-] (NH4OH). The solvent is O (water). Run at temperature 35 celsius, time 15 hour. Product: NC1=NC(=NC(=C1)Cl)SC(C)C1=NC=CC=C1 (4-amino-6-chloro-2-(1-(2-pyridyl)ethyl)thio-pyrimidine). The yield is 94.0%. RXN SMILES: [Cl:1][C:2]1[CH:7]=[C:6](Cl)[N:5]=[C:4]([S:9][CH:10]([C:12]2[CH:17]=[CH:16][CH:15]=[CH:14][N:13]=2)[CH3:11])[N:3]=1.C(#[N:20])C.[NH4+].[OH-]>O>[NH2:20][C:6]1[CH:7]=[C:2]([Cl:1])[N:3]=[C:4]([S:9][CH:10]([C:12]2[CH:17]=[CH:16][CH:15]=[CH:14][N:13]=2)[CH3:11])[N:5]=1 |f:2.3|. Procedure details: A flask is charged with 4,6-dichloro-2-(1-(2-pyridyl)ethyl)thio-pyrimidine (0.560 g, 1.96 mmol), acetonitrile (6.5 ml) and 13 ml of 29 % NH4OH. The contents are stirred at 35° C. for 15 h, poured into 50 ml of water, extracted once with ethyl acetate. The organic layer is washed with a saturated solution of brine (1×30 ml), dried with anhydrous Na2SO4 and concentrated in vacuo. Chromatography is accomplished with 100 g of silica gel, packed and eluted with ethyl acetate-hexane (2:3), to yield 0.... Starting materials: NC1=CC(=NC(=C1F)Cl)C(=O)O (4-amino-6-chloro-5-fluoropicolinic acid), CO (MeOH), S(=O)(Cl)Cl (thionyl chloride). Run in O (H2O). Conditions: temperature 50 celsius. The product is NC1=CC(=NC(=C1F)Cl)C(=O)OC (methyl 4-amino-6-chloro-5-fluoropicolinate). Isolated yield 86.0%. Reaction SMILES: [NH2:1][C:2]1[C:7]([F:8])=[C:6]([Cl:9])[N:5]=[C:4]([C:10]([OH:12])=[O:11])[CH:3]=1.S(Cl)(Cl)=O.[CH3:17]O>O>[NH2:1][C:2]1[C:7]([F:8])=[C:6]([Cl:9])[N:5]=[C:4]([C:10]([O:12][CH3:17])=[O:11])[CH:3]=1. Reported procedure: To a solution of 4-amino-6-chloro-5-fluoropicolinic acid (23.8 g, 125 mmol) in MeOH (400 ml), cooled in an ice water bath, thionyl chloride (11.78 ml, 162 mmol) was added. The reaction mixture was heated to an internal temperature of 50° C., for 8 hours. The reaction mixture was then diluted with H2O, and extracted with EtOAC (3×100 mL). The combined organics were washed with Sat. NaCl, dried over Mg Sulfate, filtered and concentrated under vacuum to give methyl 4-amino-6-chloro-5-fluoropicolina... Starting materials: Cc1nc2sccn2c1C(=O)NCC1NCC2CC(C)CC21, Cc1ccc(-c2ccccc2C(=O)O)cc1. Product: Cc1ccc(-c2ccccc2C(=O)N2CC3CC(C)CC3C2CNC(=O)c2c(C)nc3sccn23)cc1. As a reaction SMILES: [CH3:1][CH:2]1[CH2:3][CH:4]2[CH2:5][NH:6][CH:7]([CH2:10][NH:11][C:12](=[O:13])[c:14]3[c:15]([CH3:22])[n:16][c:17]4[s:18][cH:19][cH:20][n:21]34)[CH:8]2[CH2:9]1.[CH3:23][c:24]1[cH:25][cH:26][c:27](-[c:30]2[c:31]([C:36](=[O:37])[OH:38])[cH:32][cH:33][cH:34][cH:35]2)[cH:28][cH:29]1>>[CH3:1][CH:2]1[CH2:3][CH:4]2[CH2:5][N:6]([C:36]([c:31]3[c:30](-[c:27]4[cH:26][cH:25][c:24]([CH3:23])[cH:29][cH:28]4)[cH:35][cH:34][cH:33][cH:32]3)=[O:37])[CH:7]([CH2:10][NH:11][C:12](=[O:13])[c:14]3[c:15]([CH3:22])[n:16][c:17]4[s:18][cH:19][cH:20][n:21]34)[CH:8]2[CH2:9]1. The reactants are C1CCOC1, CO, O=S(=O)(c1ccccc1)n1c(-c2cccc3ccccc23)cc2c(Cl)ncnc21, [Na+], [OH-]. Yields the product Clc1ncnc2[nH]c(-c3cccc4ccccc34)cc12. Reaction SMILES: [CH2:32]1[O:33][CH2:34][CH2:35][CH2:36]1.[CH3:37][OH:38].[Cl:1][c:2]1[c:3]2[c:4]([n:5][cH:6][n:7]1)[n:8]([S:21]([c:22]1[cH:23][cH:24][cH:25][cH:26][cH:27]1)(=[O:28])=[O:29])[c:9](-[c:11]1[cH:12][cH:13][cH:14][c:15]3[cH:16][cH:17][cH:18][cH:19][c:20]13)[cH:10]2.[Na+:31].[OH-:30]>>[Cl:1][c:2]1[c:3]2[c:4]([n:5][cH:6][n:7]1)[nH:8][c:9](-[c:11]1[cH:12][cH:13][cH:14][c:15]3[cH:16][cH:17][cH:18][cH:19][c:20]13)[cH:10]2. The reactants are CN(C(=O)C1=CC=C(C(=O)O)C=C1)C (4-(dimethylcarbamoyl)benzoic acid), CN(C(=O)C1=CC=C(C(=O)N=[N+]=[N-])C=C1)C (4-(dimethylcarbamoyl)benzoyl azide), NC1=CC=C(C=C1)C1=NN2C(C(=N1)N1CCOCC1)=CC(=C2)CN(C)C (2-(p-aminophenyl)-6-(dimethylaminomethyl)-4-morpholinopyrrolo[2,1-f][1,2,4]triazine). Product: CN(C)CC=1C=C2C(=NC(=NN2C1)C1=CC=C(C=C1)NC(NC1=CC=C(C(=O)N(C)C)C=C1)=O)N1CCOCC1 (4-(3-(4-(6-((dimethylamino)methyl)-4-morpholinopyrrolo[2,1-f][1,2,4]triazin-2-yl)phenyl)ureido)-N,N-dimethylbenzamide). Isolated yield 25.8%. Reaction SMILES: [CH3:1][N:2]([CH3:14])[C:3]([C:5]1[CH:13]=[CH:12][C:8](C(O)=O)=[CH:7][CH:6]=1)=[O:4].C[N:16](C)[C:17](C1C=CC(C(N=[N+]=[N-])=O)=CC=1)=[O:18].[NH2:31][C:32]1[CH:37]=[CH:36][C:35]([C:38]2[N:43]=[C:42]([N:44]3[CH2:49][CH2:48][O:47][CH2:46][CH2:45]3)[C:41]3=[CH:50][C:51]([CH2:53][N:54]([CH3:56])[CH3:55])=[CH:52][N:40]3[N:39]=2)=[CH:34][CH:33]=1>>[CH3:55][N:54]([CH2:53][C:51]1[CH:50]=[C:41]2[N:40]([CH:52]=1)[N:39]=[C:38]([C:35]1[CH:36]=[CH:37][C:32]([NH:31][C:17](=[O:18])[NH:16][C:8]3[CH:7]=[CH:6][C:5]([C:3]([N:2]([CH3:1])[CH3:14])=[O:4])=[CH:13][CH:12]=3)=[CH:33][CH:34]=1)[N:43]=[C:42]2[N:44]1[CH2:45][CH2:46][O:47][CH2:48][CH2:49]1)[CH3:56]. Reported procedure: According to the general method described in example 13, 4-(dimethylcarbamoyl)benzoic acid was used as starting material, and the resulting 4-(dimethylcarbamoyl)benzoyl azide reacted with 13a to give a light yellow solid (14 mg, 25.8%). m.p. 240° C. 1H NMR (300 MHz, DMSO-d6): δ 9.59 (s, 2H), 8.16 (d, J=8.5 Hz, 2H), 7.99 (s, 1H), 7.58 (d, J=8.5 Hz, 2H), 7.52 (d, J=8.5 Hz, 2H), 7.36 (d, J=8.5 Hz, 2H), 7.19 (s, 1H), 4.25 (s, 2H), 4.08 (t, J=4.4 Hz, 4H), 3.80 (t, J=4.4 Hz, 4H), 2.96 (s, 6H), 2.69 (s... Starting materials: N1=C(C=CC=C1)CNC(C)=O (N-2-Pyridylmethylacetamide), [H-].[Na+] (sodium hydride), C(CCCCCCCCCCCCC)OC=1C=C(C(=O)Cl)C=CC1 (3-(Tetradecyloxy)benzoyl chloride). The solvent is O1CCCC1 (tetrahydrofuran), O1CCCC1 (tetrahydrofuran). The product is C(C)(=O)N(C(C1=CC(=CC=C1)OCCCCCCCCCCCCCC)=O)CC1=NC=CC=C1 (N-Acetyl-N-(2-pyridinylmethyl)-3-(tetradecyloxy)benzamide). RXN SMILES: [N:1]1[CH:6]=[CH:5][CH:4]=[CH:3][C:2]=1[CH2:7][NH:8][C:9](=[O:11])[CH3:10].[H-].[Na+].[CH2:14]([O:28][C:29]1[CH:30]=[C:31]([CH:35]=[CH:36][CH:37]=1)[C:32](Cl)=[O:33])[CH2:15][CH2:16][CH2:17][CH2:18][CH2:19][CH2:20][CH2:21][CH2:22][CH2:23][CH2:24][CH2:25][CH2:26][CH3:27]>O1CCCC1>[C:9]([N:8]([CH2:7][C:2]1[CH:3]=[CH:4][CH:5]=[CH:6][N:1]=1)[C:32](=[O:33])[C:31]1[CH:35]=[CH:36][CH:37]=[C:29]([O:28][CH2:14][CH2:15][CH2:16][CH2:17][CH2:18][CH2:19][CH2:20][CH2:21][CH2:22][CH2:23][CH2:24][CH2:25][CH2:26][CH3:27])[CH:30]=1)(=[O:11])[CH3:10] |f:1.2|. Procedure: The title compound prepared by the procedure of Example 27 using 0.462 g of product from Example 12 in 4 ml of dry tetrahydrofuran, 0.147 g of washed 50% sodium hydride and 1.03 g of product from Example 26 in 4 ml of dry tetrahydrofuran. The residue is purified by column chromatography (silica gel: 35% ethyl acetate/hexane) to give 0.178 g of the desired product as a yellow oil which crystallized on standing.